Dataset: the Open Reaction Database (ORD), a public repository of structured organic reaction records. Task: describe an organic reaction: reactants, conditions, products, and yield Reactants: C(C)(C)(C)N(NC(=O)C1=C(C2=C(OCCO2)C=C1)C)C(=O)C1=CC(=C(C(=C1)OC)OC(C)=O)OC (Acetic acid 4-[N-tert-butyl-N′-(5-methyl-2,3-dihydro-benzo[1,4]dioxine-6-carbonyl)-hydrazinocarbonyl]-2,6-dimethoxy-phenyl ester), N (ammonia). The solvent is CO (methanol). Product: C(C)(C)(C)N(NC(=O)C1=C(C2=C(OCCO2)C=C1)C)C(C1=CC(=C(C(=C1)OC)O)OC)=O (4-Hydroxy-3,5-dimethoxy-benzoic acid N-tert-butyl-N′-(5-methyl-2,3-dihydro-benzo[1,4]dioxine-6-carbonyl)-hydrazide). Yield: 40.1%. As a reaction SMILES: [C:1]([N:5]([C:20]([C:22]1[CH:27]=[C:26]([O:28][CH3:29])[C:25]([O:30]C(=O)C)=[C:24]([O:34][CH3:35])[CH:23]=1)=[O:21])[NH:6][C:7]([C:9]1[CH:18]=[CH:17][C:12]2[O:13][CH2:14][CH2:15][O:16][C:11]=2[C:10]=1[CH3:19])=[O:8])([CH3:4])([CH3:3])[CH3:2].N>CO>[C:1]([N:5]([C:20](=[O:21])[C:22]1[CH:27]=[C:26]([O:28][CH3:29])[C:25]([OH:30])=[C:24]([O:34][CH3:35])[CH:23]=1)[NH:6][C:7]([C:9]1[CH:18]=[CH:17][C:12]2[O:13][CH2:14][CH2:15][O:16][C:11]=2[C:10]=1[CH3:19])=[O:8])([CH3:3])([CH3:4])[CH3:2]. Procedure details: Acetic acid 4-[N-tert-butyl-N′-(5-methyl-2,3-dihydro-benzo[1,4]dioxine-6-carbonyl)-hydrazinocarbonyl]-2,6-dimethoxy-phenyl ester (300 mg) was dissolved in methanol with 28% aqueous ammonia (750 mg). The mixture was stirred at ambient temperature over the weekend. The precipitate was filtered to provide 110 mg of white solid 4-hydroxy-3,5-dimethoxy-benzoic acid N-tert-butyl-N′-(5-methyl-2,3-dihydro-benzo[1,4]dioxine-6-carbonyl)-hydrazide. 1H NMR (CDCl3, 300 MHz) δ (ppm): 1.59 (s, 15H), 2.02 (s, 3...